Dataset: the Open Reaction Database (ORD), a public repository of structured organic reaction records. Task: describe an organic reaction: reactants, conditions, products, and yield The reactants are C([O-])([O-])=O.[K+].[K+] (potassium carbonate), IC(C)C (2-iodopropane), FC1=CC=C(C=C1)C(CN1CCN(CC1)CCCCC1=C(C=CC2=CC=CC=C12)O)N1CCN(CC1)C(C)C (1-[2-(4-fluorophenyl)-2-(4-isopropylpiperazino)ethyl]-4-[4-(2-hydroxynaphthalen-1-yl)butyl]piperazine). Run in C(C)(=O)OCC (ethyl acetate), CN(C=O)C (dimethylformamide). Run at temperature 70 celsius, time 6 hour. The product is FC1=CC=C(C=C1)C(CN1CCN(CC1)CCCCC1=C(C=CC2=CC=CC=C12)OC(C)C)N1CCN(CC1)C(C)C (1-[2-(4-fluorophenyl)-2-(4-isopropylpiperazino)ethyl]-4-[4-(2-isopropoxynaphthalen-1-yl)butyl]piperazine). As a reaction SMILES: [F:1][C:2]1[CH:7]=[CH:6][C:5]([CH:8]([N:31]2[CH2:36][CH2:35][N:34]([CH:37]([CH3:39])[CH3:38])[CH2:33][CH2:32]2)[CH2:9][N:10]2[CH2:15][CH2:14][N:13]([CH2:16][CH2:17][CH2:18][CH2:19][C:20]3[C:29]4[C:24](=[CH:25][CH:26]=[CH:27][CH:28]=4)[CH:23]=[CH:22][C:21]=3[OH:30])[CH2:12][CH2:11]2)=[CH:4][CH:3]=1.C(=O)([O-])[O-].[K+].[K+].I[CH:47]([CH3:49])[CH3:48]>CN(C)C=O.C(OCC)(=O)C>[F:1][C:2]1[CH:3]=[CH:4][C:5]([CH:8]([N:31]2[CH2:36][CH2:35][N:34]([CH:37]([CH3:39])[CH3:38])[CH2:33][CH2:32]2)[CH2:9][N:10]2[CH2:15][CH2:14][N:13]([CH2:16][CH2:17][CH2:18][CH2:19][C:20]3[C:29]4[C:24](=[CH:25][CH:26]=[CH:27][CH:28]=4)[CH:23]=[CH:22][C:21]=3[O:30][CH:47]([CH3:49])[CH3:48])[CH2:12][CH2:11]2)=[CH:6][CH:7]=1 |f:1.2.3|. Procedure details: 0.05 g of 1-[2-(4-Fluorophenyl)-2-(4-isopropylpiperazino)ethyl]-4-[4-(2-hydroxynaphthalen-1-yl)butyl]piperazine obtained in Example 7 was dissolved in 5 ml of dimethylformamide, and 0.19 g of potassium carbonate and 0.068 ml of 2-iodopropane were added, followed by stirring at 70° C. for 6 hours. The reaction solution was cooled to room temperature, diluted with ethyl acetate, and washed with water and a saturated aqueous sodium chloride solution. The organic layer was dried over anhydrous sodiu... Starting materials: Brc1cn2cncc2s1, ClCCl, CN(C)C=O, [Na+], [OH-], O, O=P(Cl)(Cl)Cl. The product is O=Cc1ncn2cc(Br)sc12. RXN SMILES: [Br:11][c:12]1[cH:13][n:14]2[c:15]([s:16]1)[cH:17][n:18][cH:19]2.[CH2:22]([Cl:23])[Cl:24].[CH3:1][N:2]([CH:3]=[O:4])[CH3:5].[Na+:21].[OH-:20].[OH2:25].[P:6]([Cl:7])([Cl:8])([Cl:9])=[O:10]>>[CH:3](=[O:4])[c:17]1[c:15]2[n:14]([cH:13][c:12]([Br:11])[s:16]2)[cH:19][n:18]1. Reactants: Fc1ccccc1Br, C1CCOC1, CC1(C)OB(c2cccc3[nH]ccc23)OC1(C)C, CCOC(C)=O, [Na+], [OH-], [Pd]. Product: Fc1ccccc1-c1cccc2[nH]ccc12. As a reaction SMILES: [Br:19][c:20]1[c:21]([F:26])[cH:22][cH:23][cH:24][cH:25]1.[CH2:29]1[O:30][CH2:31][CH2:32][CH2:33]1.[CH3:1][C:2]1([CH3:3])[C:4]([CH3:5])([CH3:6])[O:7][B:8]([c:9]2[c:10]3[cH:11][cH:12][nH:13][c:14]3[cH:15][cH:16][cH:17]2)[O:18]1.[CH3:35][CH2:36][O:37][C:38](=[O:39])[CH3:40].[Na+:28].[OH-:27].[Pd:34]>>[c:9]1(-[c:20]2[c:21]([F:26])[cH:22][cH:23][cH:24][cH:25]2)[c:10]2[cH:11][cH:12][nH:13][c:14]2[cH:15][cH:16][cH:17]1. Reactants: CCCCN, CC(=O)O, CSC1NC(=O)N(c2cccc(C(F)(F)F)c2)C(=O)N1. Product: CCCCNC1NC(=O)N(c2cccc(C(F)(F)F)c2)C(=O)N1. RXN SMILES: [CH2:1]([CH2:2][CH2:3][CH3:4])[NH2:5].[CH3:26][C:27](=[O:28])[OH:29].[F:6][C:7]([c:8]1[cH:9][c:10]([N:14]2[C:15](=[O:23])[NH:16][CH:17]([S:21][CH3:22])[NH:18][C:19]2=[O:20])[cH:11][cH:12][cH:13]1)([F:24])[F:25]>>[CH2:1]([CH2:2][CH2:3][CH3:4])[NH:5][CH:17]1[NH:16][C:15](=[O:23])[N:14]([c:10]2[cH:9][c:8]([C:7]([F:6])([F:24])[F:25])[cH:13][cH:12][cH:11]2)[C:19](=[O:20])[NH:18]1. Procedure details: By the procedure described in Example 1, 2-bromo-6-methyl-heptane is reacted with vanillic acid methyl ester to produce 4-[(1,5-dimethyl-hexyl)-oxy]-m-methoxy-benzoic acid methyl ester (boiling point = 198°-200°C/0.1 mmHg). As a reaction SMILES: Br[CH:2]([CH2:4][CH2:5][CH2:6][CH:7]([CH3:9])[CH3:8])[CH3:3].[CH3:10][O:11][C:12](=[O:22])[C:13]1[CH:21]=[CH:20][C:18]([OH:19])=[C:15]([O:16][CH3:17])[CH:14]=1>>[CH3:10][O:11][C:12](=[O:22])[C:13]1[CH:21]=[CH:20][C:18]([O:19][CH:2]([CH3:3])[CH2:4][CH2:5][CH2:6][CH:7]([CH3:9])[CH3:8])=[C:15]([O:16][CH3:17])[CH:14]=1. Yields the product COC(C1=CC(=C(C=C1)OC(CCCC(C)C)C)OC)=O (4-[(1,5-dimethyl-hexyl)-oxy]-m-methoxy-benzoic acid methyl ester). Reactants: BrC(C)CCCC(C)C (2-bromo-6-methyl-heptane), COC(C1=CC(OC)=C(O)C=C1)=O (vanillic acid methyl ester).